From a dataset of the Open Reaction Database (ORD), a public repository of structured organic reaction records. describe an organic reaction: reactants, conditions, products, and yield As a reaction SMILES: [C:1]([C:5]1[CH:6]=[C:7]([C:15]2[CH:20]=[CH:19][C:18](/[C:21](/[CH3:41])=[CH:22]/[CH2:23][O:24][C:25]3[CH:30]=[CH:29][C:28]([CH2:31][C@H:32]([O:38][CH2:39][CH3:40])[C:33]([O:35]CC)=[O:34])=[CH:27][CH:26]=3)=[CH:17][CH:16]=2)[CH:8]=[C:9]([C:11]([CH3:14])([CH3:13])[CH3:12])[CH:10]=1)([CH3:4])([CH3:3])[CH3:2].[OH-].[Na+]>>[C:1]([C:5]1[CH:6]=[C:7]([C:15]2[CH:20]=[CH:19][C:18](/[C:21](/[CH3:41])=[CH:22]/[CH2:23][O:24][C:25]3[CH:26]=[CH:27][C:28]([CH2:31][C@H:32]([O:38][CH2:39][CH3:40])[C:33]([OH:35])=[O:34])=[CH:29][CH:30]=3)=[CH:17][CH:16]=2)[CH:8]=[C:9]([C:11]([CH3:13])([CH3:14])[CH3:12])[CH:10]=1)([CH3:2])([CH3:3])[CH3:4] |f:1.2|. The yield is 82.7%. Product: C(C)(C)(C)C=1C=C(C=C(C1)C(C)(C)C)C1=CC=C(C=C1)/C(=C/COC1=CC=C(C=C1)C[C@@H](C(=O)O)OCC)/C ((E)-(S)-3-{4-[3-(3′,5′-di-tert-butyl-biphenyl-4-yl)-but-2-enyloxy]-phenyl}-2-ethoxy-propionic acid). Reported procedure: The title compound was prepared from (E)-(S)-ethyl 3-{4-[3-(3′,5′-di-tert-butyl-biphenyl-4-yl)-but-2-enyloxy]-phenyl}-2-ethoxy-propionate (example 131) (400 mg, 0.72 mmol) and sodium hydroxide (1M, 2.9 ml, 2.9 mmol) by a procedure analogous to that described in example 51, yielding (E)-(S)-3-{4-[3-(3′,5′-di-tert-butyl-biphenyl-4-yl)-but-2-enyloxy]-phenyl}-2-ethoxy-propionic acid (315 mg, 83%) as a colourless gum. Starting materials: C(C)(C)(C)C=1C=C(C=C(C1)C(C)(C)C)C1=CC=C(C=C1)/C(=C/COC1=CC=C(C=C1)C[C@@H](C(=O)OCC)OCC)/C ((E)-(S)-ethyl 3-{4-[3-(3′,5′-di-tert-butyl-biphenyl-4-yl)-but-2-enyloxy]-phenyl}-2-ethoxy-propionate), [OH-].[Na+] (sodium hydroxide).